Dataset: the Open Reaction Database (ORD), a public repository of structured organic reaction records. Task: describe an organic reaction: reactants, conditions, products, and yield The reactants are N#N (N2), ClC=1C=C(C=CC1)C1=C(N=C(O1)C)C(=O)O (5-(3-chloro-phenyl)-2-methyl-oxazole-4-carboxylic acid), C=1C=CC2=C(C1)N=NN2O (HOBt), CCN=C=NCCCN(C)C.Cl (EDC.HCl), CCN(C(C)C)C(C)C (DIPEA), Cl.NC=1N=C(SC1)CC1=CC=C(S1)C(C)=O (1-[5-(4-amino-thiazol-2-ylmethyl)-thiophen-2-yl]-ethanone hydrochloride). The reagents and catalysts are CN(C)C=1C=CN=CC1 (DMAP). Run in C(Cl)Cl (CH2Cl2), C(Cl)Cl (CH2Cl2). Reaction conditions: time 30 minute. Product: C(C)(=O)C1=CC=C(S1)CC=1SC=C(N1)NC(=O)C=1N=C(OC1C1=CC(=CC=C1)Cl)C (5-(3-Chloro-phenyl)-2-methyl-oxazole-4-carboxylic acid [2-(5-acetyl-thiophen-2-ylmethyl)-thiazol-4-yl]-amide). Reaction SMILES: N#N.[Cl:3][C:4]1[CH:5]=[C:6]([C:10]2[O:14][C:13]([CH3:15])=[N:12][C:11]=2[C:16]([OH:18])=O)[CH:7]=[CH:8][CH:9]=1.C1C=CC2N(O)N=NC=2C=1.CCN=C=NCCCN(C)C.Cl.CCN(C(C)C)C(C)C.Cl.[NH2:51][C:52]1[N:53]=[C:54]([CH2:57][C:58]2[S:62][C:61]([C:63](=[O:65])[CH3:64])=[CH:60][CH:59]=2)[S:55][CH:56]=1>C(Cl)Cl.CN(C1C=CN=CC=1)C>[C:63]([C:61]1[S:62][C:58]([CH2:57][C:54]2[S:55][CH:56]=[C:52]([NH:51][C:16]([C:11]3[N:12]=[C:13]([CH3:15])[O:14][C:10]=3[C:6]3[CH:7]=[CH:8][CH:9]=[C:4]([Cl:3])[CH:5]=3)=[O:18])[N:53]=2)=[CH:59][CH:60]=1)(=[O:65])[CH3:64] |f:3.4,6.7|. Reported procedure: In a flame dried round-bottomed flask equipped with a magnetic stir bar and under inert atmosphere (N2), a solution of 5-(3-chloro-phenyl)-2-methyl-oxazole-4-carboxylic acid (57 mg, 0.24 mmol) in CH2Cl2 (2.4 mL) was treated sequentially with DMAP (7 mg, 0.06 mmol), HOBt (39 mg, 0.29 mmol), EDC.HCl (114 mg, 0.60 mmol) and DIPEA (0.16 mL, 0.96 mmol) and the resulting mixture was stirred at rt for 30 min. This solution was then treated with 1-[5-(4-amino-thiazol-2-ylmethyl)-thiophen-2-yl]-ethanone ... The reactants are C(=O)(OC)COC1=CC=C(C=C1)CC(C)=O (1-(4-carbomethoxymethoxyphenyl)propan-2-one), OCCCOC(CN)C1=CC(=CC=C1)Cl (2-(3-hydroxypropoxy)-2-(3-chlorophenyl)ethanamine). Run in C(C)(=O)OCC.C1CCCCC1 (ethyl acetate cyclohexane). The product is Cl.C(=O)(OC)COC1=CC=C(C=C1)CC(C)NCC(C1=CC(=CC=C1)Cl)OCCCO (N-[2-(4-Carbomethoxymethoxyphenyl)-1-methylethyl]-2-(3-hydroxypropoxy)-2-(3-chlorophenyl)ethanamine hydrochloride). RXN SMILES: [C:1]([CH2:5][O:6][C:7]1[CH:12]=[CH:11][C:10]([CH2:13][C:14](=O)[CH3:15])=[CH:9][CH:8]=1)([O:3][CH3:4])=[O:2].[OH:17][CH2:18][CH2:19][CH2:20][O:21][CH:22]([C:25]1[CH:30]=[CH:29][CH:28]=[C:27]([Cl:31])[CH:26]=1)[CH2:23][NH2:24]>C(OCC)(=O)C.C1CCCCC1>[ClH:31].[C:1]([CH2:5][O:6][C:7]1[CH:12]=[CH:11][C:10]([CH2:13][CH:14]([NH:24][CH2:23][CH:22]([O:21][CH2:20][CH2:19][CH2:18][OH:17])[C:25]2[CH:30]=[CH:29][CH:28]=[C:27]([Cl:31])[CH:26]=2)[CH3:15])=[CH:9][CH:8]=1)([O:3][CH3:4])=[O:2] |f:2.3,4.5|. Reported procedure: The title compound was prepared as a 56:44 mixture of diastereoisomers, mp 110°-114° C. (ethyl acetate-cyclohexane), from 1-(4-carbomethoxymethoxyphenyl)propan-2-one (4.3 g) and 2-(3-hydroxypropoxy)-2-(3-chlorophenyl)ethanamine (4.5 g) by an analogous procedure to that described in Example 1. Starting materials: BrCc1ccccc1, [K+], [K+], O=C([O-])[O-], O=C(O)Cn1cc(-c2n[nH]c(=O)c3ccccc23)c2ccccc21, CN(C)C=O. Product: O=C(O)Cn1cc(-c2nn(Cc3ccccc3)c(=O)c3ccccc23)c2ccccc21. RXN SMILES: [Br:31][CH2:32][c:33]1[cH:34][cH:35][cH:36][cH:37][cH:38]1.[K+:25].[K+:26].[O-:27][C:28]([O-:29])=[O:30].[O:1]=[c:2]1[nH:3][n:4][c:5](-[c:12]2[cH:13][n:14]([CH2:21][C:22](=[O:23])[OH:24])[c:15]3[cH:16][cH:17][cH:18][cH:19][c:20]23)[c:6]2[cH:7][cH:8][cH:9][cH:10][c:11]12.[O:39]=[CH:40][N:41]([CH3:42])[CH3:43]>>[O:1]=[c:2]1[n:3]([CH2:32][c:33]2[cH:34][cH:35][cH:36][cH:37][cH:38]2)[n:4][c:5](-[c:12]2[cH:13][n:14]([CH2:21][C:22](=[O:23])[OH:24])[c:15]3[cH:16][cH:17][cH:18][cH:19][c:20]23)[c:6]2[cH:7][cH:8][cH:9][cH:10][c:11]12. The reactants are C(C)(=O)N[C@@H]1C[C@H](CCC1)C(=O)OC (trans-methyl 3-acetamidocyclohexanecarboxylate), N (ammonia), steel. Run at temperature 70 celsius. Product: C(C)(=O)N[C@@H]1C[C@H](CCC1)C(=O)N (trans-3-acetamidocyclohexanecarboxamide). Yield: 57.1%. RXN SMILES: [C:1]([NH:4][C@H:5]1[CH2:10][CH2:9][CH2:8][C@H:7]([C:11]([O:13]C)=O)[CH2:6]1)(=[O:3])[CH3:2].[NH3:15]>>[C:1]([NH:4][C@H:5]1[CH2:10][CH2:9][CH2:8][C@H:7]([C:11]([NH2:15])=[O:13])[CH2:6]1)(=[O:3])[CH3:2]. Reported procedure: Methanolic ammonia (20 ml) was added to trans-methyl 3-acetamidocyclohexanecarboxylate (350 mg, 1.75 mmol), taken in a steel bomb and heated at 70° C. for 18 h. The reaction mixture was concentrated, washed with n-pentane and dried under reduced pressure to afford 200 mg (57.1%) of trans-3-acetamidocyclohexanecarboxamide as white color solid.